From a dataset of the Open Reaction Database (ORD), a public repository of structured organic reaction records. describe an organic reaction: reactants, conditions, products, and yield Starting materials: CC(C)(N)c1ccccc1, CC12CCC(=O)NC1=CCC1C2CCC2(C)C(C(=O)O)CCC12. Yields the product CC(C)(NC(=O)C1CCC2C3CC=C4NC(=O)CCC4(C)C3CCC12C)c1ccccc1. As a reaction SMILES: [CH3:24][C:25]([CH3:26])([c:27]1[cH:28][cH:29][cH:30][cH:31][cH:32]1)[NH2:33].[O:1]=[C:2]1[NH:3][C:4]2=[CH:5][CH2:6][CH:7]3[CH:8]4[CH2:9][CH2:10][CH:11]([C:21](=[O:22])[OH:23])[C:12]4([CH3:13])[CH2:14][CH2:15][CH:16]3[C:17]2([CH3:20])[CH2:18][CH2:19]1>>[O:1]=[C:2]1[NH:3][C:4]2=[CH:5][CH2:6][CH:7]3[CH:8]4[CH2:9][CH2:10][CH:11]([C:21](=[O:22])[NH:33][C:25]([CH3:24])([CH3:26])[c:27]5[cH:28][cH:29][cH:30][cH:31][cH:32]5)[C:12]4([CH3:13])[CH2:14][CH2:15][CH:16]3[C:17]2([CH3:20])[CH2:18][CH2:19]1. Reactants: COCOCCCCCCCCCCCCCCCCN (16-methoxymethoxyhexadecylamine), Cl (hydrochloric acid). Run in CO (methanol). Product: NCCCCCCCCCCCCCCCCO (16-Aminohexadecanol). Reaction SMILES: COC[O:4][CH2:5][CH2:6][CH2:7][CH2:8][CH2:9][CH2:10][CH2:11][CH2:12][CH2:13][CH2:14][CH2:15][CH2:16][CH2:17][CH2:18][CH2:19][CH2:20][NH2:21].Cl>CO>[NH2:21][CH2:20][CH2:19][CH2:18][CH2:17][CH2:16][CH2:15][CH2:14][CH2:13][CH2:12][CH2:11][CH2:10][CH2:9][CH2:8][CH2:7][CH2:6][CH2:5][OH:4]. Procedure: To a suspension of 0.65 g of 16-methoxymethoxyhexadecylamine in 40 ml of methanol was added 1 ml of conc. hydrochloric acid and the mixture was heated under reflux for one hour. The reaction solution was distilled under reduced pressure. The residue was diluted with a 1N aqueous solution of sodium hydroxide, extracted with chloroform, dried over anhydrous sodium sulfate and distilled under reduced pressure to afford the title compound as a colorless crystal. Procedure: A solution composed of 5.0 g of (E)-3-(2-chloro-5-nitrophenyl)-2-propenamide, 4.4 g of Lawesson's reagent and 100 ml of tetrahydrofuran was stirred under a positive argon atmosphere at room temperature for 16 hr. The volatiles were then removed in vacuo and the residual materials slurried with 100 ml of methylene chloride to yield (E)-3-(2-chloro-5-nitrophenyl)-2-propenethioamide as a orange solid; m.p. 236°-238° C. from acetonitrile. Product: ClC1=C(C=C(C=C1)[N+](=O)[O-])/C=C/C(N)=S ((E)-3-(2-chloro-5-nitrophenyl)-2-propenethioamide). As a reaction SMILES: [Cl:1][C:2]1[CH:7]=[CH:6][C:5]([N+:8]([O-:10])=[O:9])=[CH:4][C:3]=1/[CH:11]=[CH:12]/[C:13]([NH2:15])=O.COC1C=CC(P2(SP(C3C=CC(OC)=CC=3)(=S)S2)=[S:25])=CC=1>O1CCCC1>[Cl:1][C:2]1[CH:7]=[CH:6][C:5]([N+:8]([O-:10])=[O:9])=[CH:4][C:3]=1/[CH:11]=[CH:12]/[C:13](=[S:25])[NH2:15]. Reactants: ClC1=C(C=C(C=C1)[N+](=O)[O-])/C=C/C(=O)N ((E)-3-(2-chloro-5-nitrophenyl)-2-propenamide), COC=1C=CC(=CC1)P2(=S)SP(=S)(S2)C=3C=CC(=CC3)OC (Lawesson's reagent). The solvent is O1CCCC1 (tetrahydrofuran). Reaction conditions: time 16 hour. The reactants are NC1=NN(C(=N1)NCCCOC=1C=C(C=CC1)CN1C(C2=CC=CC=C2C1=O)=O)C (2-[[3-[3-[(3-amino-1-methyl-1H-1,2,4-triazol-5-yl)amino]propoxy]phenyl]methyl]-1H-isoindole-1,3-(2H)-dione), O.NN (hydrazine hydrate), C(C)O (ethanol). Product: CN1N=C(N=C1NCCCOC1=CC(=CC=C1)CN)N (1-Methyl-N5 -[3-[3-(aminomethyl)phenoxy]propyl]-1H-1,2,4-triazole-3,5-diamine). Isolated yield 71.7%. As a reaction SMILES: [NH2:1][C:2]1[N:6]=[C:5]([NH:7][CH2:8][CH2:9][CH2:10][O:11][C:12]2[CH:13]=[C:14]([CH2:18][N:19]3C(=O)C4C(=CC=CC=4)C3=O)[CH:15]=[CH:16][CH:17]=2)[N:4]([CH3:30])[N:3]=1.O.NN.C(O)C>>[CH3:30][N:4]1[C:5]([NH:7][CH2:8][CH2:9][CH2:10][O:11][C:12]2[CH:17]=[CH:16][CH:15]=[C:14]([CH2:18][NH2:19])[CH:13]=2)=[N:6][C:2]([NH2:1])=[N:3]1 |f:1.2|. Procedure details: A solution of 2-[[3-[3-[(3-amino-1-methyl-1H-1,2,4-triazol-5-yl)amino]propoxy]phenyl]methyl]-1H-isoindole-1,3-(2H)-dione (1.62 g) and hydrazine hydrate (0.22 g) in ethanol (10 mol) was heated at reflux for 1.5 h. The solvent was evaporated and the residue was dissolved in dilute hydrochloric acid and filtered. The filtrate was basified with sodium carbonate, evaporated to dryness and extracted with hot isopropanol to give an oil which was purified by column chromatography using methanol/0.88 amm... The reactants are O.C([O-])(O)=O.[Na+] (water sodium bicarbonate), ClC=1C=C(OC)C=CC1N (3-chloro-4-anisidine), Cl.ClCCNCCCl (bis(2-chloroethyl)amine hydrochloride), C([O-])([O-])=O.[K+].[K+] (potassium carbonate). The solvent is CN(C(C)=O)C (N,N-dimethylacetamide), ClCCl (dichloromethane). Reaction conditions: temperature 100 celsius, time 17.5 hour. Product: ClC=1C=C(C=CC1OC)N1CCNCC1 (1-(3-chloro-4-methoxyphenyl)piperazine). Yield: 32.6%. RXN SMILES: Cl[C:2]1[CH:3]=[C:4]([CH:7]=[CH:8][C:9]=1[NH2:10])[O:5][CH3:6].[ClH:11].Cl[CH2:13][CH2:14][NH:15][CH2:16][CH2:17]Cl.C(=O)([O-])[O-].[K+].[K+].O.C(=O)(O)[O-].[Na+]>ClCCl.CN(C)C(=O)C>[Cl:11][C:3]1[CH:2]=[C:9]([N:10]2[CH2:17][CH2:16][NH:15][CH2:14][CH2:13]2)[CH:8]=[CH:7][C:4]=1[O:5][CH3:6] |f:1.2,3.4.5,6.7.8|. Procedure: A mixture of 3-chloro-4-anisidine (Aldrich; 0.633 g), bis(2-chloroethyl)amine hydrochloride (Aldrich; 0.860 g), potassium carbonate (1.11 g), and N,N-dimethylacetamide (6 mL) is stirred at 100° C. for 17.5 h, at which time the mixture is cooled and partioned between dichloromethane and water/sodium bicarbonate. The organic layers are dried over sodium sulfate, concentrated, and the residue is chromatographed on silica gel using methanol/dichloromethane (8/92) to give 0.297 g of 1-(3-chloro-4-met... The reactants are Brc1ccc2c(c1)COCO2, O=Cc1cn(C(c2ccccc2)(c2ccccc2)c2ccccc2)cn1. Product: OC(c1ccc2c(c1)COCO2)c1cn(C(c2ccccc2)(c2ccccc2)c2ccccc2)cn1. As a reaction SMILES: [Br:1][c:2]1[cH:3][c:4]2[c:5]([cH:10][cH:11]1)[O:6][CH2:7][O:8][CH2:9]2.[c:12]1([C:18]([n:19]2[cH:20][n:21][c:22]([CH:24]=[O:25])[cH:23]2)([c:26]2[cH:27][cH:28][cH:29][cH:30][cH:31]2)[c:32]2[cH:33][cH:34][cH:35][cH:36][cH:37]2)[cH:13][cH:14][cH:15][cH:16][cH:17]1>>[c:2]1([CH:24]([c:22]2[n:21][cH:20][n:19]([C:18]([c:12]3[cH:13][cH:14][cH:15][cH:16][cH:17]3)([c:26]3[cH:27][cH:28][cH:29][cH:30][cH:31]3)[c:32]3[cH:33][cH:34][cH:35][cH:36][cH:37]3)[cH:23]2)[OH:25])[cH:3][c:4]2[c:5]([cH:10][cH:11]1)[O:6][CH2:7][O:8][CH2:9]2. Reactants: CCC(C)C(N=[N+]=[N-])C(=O)N(COC(=O)CC(C)C)C(CC(O)c1nc(C(=O)OC)cs1)C(C)C, CC(Cl)Cl. The product is CCC(C)C(N=[N+]=[N-])C(=O)N(COC(=O)CC(C)C)C(CC(O)c1nc(C(=O)O)cs1)C(C)C. As a reaction SMILES: [CH3:1][O:2][C:3](=[O:4])[c:5]1[n:6][c:7]([CH:10]([CH2:11][CH:12]([CH:13]([CH3:14])[CH3:15])[N:16]([CH2:17][O:18][C:19]([CH2:20][CH:21]([CH3:22])[CH3:23])=[O:24])[C:25]([CH:26]([CH:27]([CH2:28][CH3:29])[CH3:30])[N:31]=[N+:32]=[N-:33])=[O:34])[OH:35])[s:8][cH:9]1.[Cl:36][CH:37]([Cl:38])[CH3:39]>>[O:2]=[C:3]([OH:4])[c:5]1[n:6][c:7]([CH:10]([CH2:11][CH:12]([CH:13]([CH3:14])[CH3:15])[N:16]([CH2:17][O:18][C:19]([CH2:20][CH:21]([CH3:22])[CH3:23])=[O:24])[C:25]([CH:26]([CH:27]([CH2:28][CH3:29])[CH3:30])[N:31]=[N+:32]=[N-:33])=[O:34])[OH:35])[s:8][cH:9]1.